The task is: describe an organic reaction: reactants, conditions, products, and yield. This data is from the Open Reaction Database (ORD), a public repository of structured organic reaction records. Starting materials: C(#N)C1=C(C=CC=C1)N(CCN1CCN(CC1)C1=C(C=C(C=C1)N)OC)C(=O)C1CCCCC1 (1-[N-(2-cyanophenyl)-N-cyclohexylcarbonyl-2-aminoethyl]-4-(4-amino-2-methoxyphenyl)piperazine), NC1=C(C=CC=C1)N(CCN1CCN(CC1)C1=C(C=CC=C1)OC)C(=O)C1CCCCC1 (1-[N-(2-aminophenyl)-N-cyclohexylcarbonyl-2-aminoethyl]-4-(2-methoxyphenyl) piperazine). Reaction conditions: temperature 22.5 celsius, time 17 hour. The product is C(#N)C1=C(C=CC=C1)N(CCN1CCN(CC1)C1=C(C=C(C=C1)NC(C)=O)OC)C(=O)C1CCCCC1 (1-[N-(2-cyanophenyl)-N-cyclohexylcarbonyl-2-aminoethyl]-4-(4-acetylamino-2-methoxyphenyl)piperazine). RXN SMILES: [C:1]([C:3]1[CH:8]=[CH:7][CH:6]=[CH:5][C:4]=1[N:9]([C:27]([CH:29]1[CH2:34][CH2:33][CH2:32][CH2:31][CH2:30]1)=[O:28])[CH2:10][CH2:11][N:12]1[CH2:17][CH2:16][N:15]([C:18]2[CH:23]=[CH:22][C:21]([NH2:24])=[CH:20][C:19]=2[O:25][CH3:26])[CH2:14][CH2:13]1)#[N:2].NC1C=CC=CC=1N(C(C1CCCCC1)=O)CCN1CCN([C:51]2C=CC=C[C:52]=2[O:57]C)CC1>>[C:1]([C:3]1[CH:8]=[CH:7][CH:6]=[CH:5][C:4]=1[N:9]([C:27]([CH:29]1[CH2:34][CH2:33][CH2:32][CH2:31][CH2:30]1)=[O:28])[CH2:10][CH2:11][N:12]1[CH2:13][CH2:14][N:15]([C:18]2[CH:23]=[CH:22][C:21]([NH:24][C:52](=[O:57])[CH3:51])=[CH:20][C:19]=2[O:25][CH3:26])[CH2:16][CH2:17]1)#[N:2]. Reported procedure: The title compound was synthesized according to the procedure reported in example 28 but substituting the compound of example 79 for the compound of example 27 and stirring at 20-25° C. for 17 h. The usual work-up afforded the title compound. Yield: 49%.